describe an organic reaction: reactants, conditions, products, and yield From a dataset of the Open Reaction Database (ORD), a public repository of structured organic reaction records. The reactants are BrC=1C=CC(=NC1)Cl (5-bromo-2-chloro-pyridine), CC=1NC=CN1 (2-methyl-1H-imidazole), C([O-])([O-])=O.[Cs+].[Cs+] (cesium carbonate). Run in CC(=O)N(C)C (DMA). Conditions: temperature 150 celsius. The product is BrC=1C=CC(=NC1)N1C(=NC=C1)C (5-Bromo-2-(2-methyl-imidazol-1-yl)-pyridine). As a reaction SMILES: [Br:1][C:2]1[CH:3]=[CH:4][C:5](Cl)=[N:6][CH:7]=1.[CH3:9][C:10]1[NH:11][CH:12]=[CH:13][N:14]=1.C(=O)([O-])[O-].[Cs+].[Cs+]>CC(N(C)C)=O>[Br:1][C:2]1[CH:3]=[CH:4][C:5]([N:11]2[CH:12]=[CH:13][N:14]=[C:10]2[CH3:9])=[N:6][CH:7]=1 |f:2.3.4|. Procedure details: A mixture of 5-bromo-2-chloro-pyridine (Aldrich, Buchs, Switzerland, 392 mg, 2.04 mmol), 2-methyl-1H-imidazole (Aldrich, Buchs, Switzerland, 251 mg, 3.06 mmol) and cesium carbonate (1.33 g, 4.08 mmol) in DMA (10 ml) was heated by microwave irradiation for 20 min at 100° C. and 2.5 h at 150° C. The reaction mixture was quenched with diluted brine (200 ml) and cooled. The precipitate was filtered, washed with water and dried to give the title compound as off-white solid. (HPLC: tR 2.03 min (Method...